The task is: describe an organic reaction: reactants, conditions, products, and yield. This data is from the Open Reaction Database (ORD), a public repository of structured organic reaction records. The reactants are COc1cc([N+](=O)[O-])c(Cl)cc1NC(C)=O, [K+], [OH-]. Product: COc1cc([N+](=O)[O-])c(Cl)cc1N. Reaction SMILES: [C:1](=[O:2])([CH3:3])[NH:4][c:5]1[c:6]([O:15][CH3:16])[cH:7][c:8]([N+:12](=[O:13])[O-:14])[c:9]([Cl:11])[cH:10]1.[K+:18].[OH-:17]>>[NH2:4][c:5]1[c:6]([O:15][CH3:16])[cH:7][c:8]([N+:12](=[O:13])[O-:14])[c:9]([Cl:11])[cH:10]1. The reactants are BrC1=CC=C(C=O)C=C1 (4-bromobenzaldehyde), C1(=CC=C(C=C1)S(=O)(=O)C[N+]#[C-])C (p-toluenesulfonylmethyl isocyanide), C([O-])([O-])=O.[K+].[K+] (potassium carbonate). Solvent: CO (methanol). The product is BrC1=CC=C(C=C1)C1=CN=CO1 (5-(4-bromophenyl)oxazole). Yield: 95.3%. RXN SMILES: [Br:1][C:2]1[CH:9]=[CH:8][C:5]([CH:6]=[O:7])=[CH:4][CH:3]=1.C1(C)C=CC(S([CH2:19][N+:20]#[C-:21])(=O)=O)=CC=1.C(=O)([O-])[O-].[K+].[K+]>CO>[Br:1][C:2]1[CH:9]=[CH:8][C:5]([C:6]2[O:7][CH:21]=[N:20][CH:19]=2)=[CH:4][CH:3]=1 |f:2.3.4|. Reported procedure: A mixture of 4-bromobenzaldehyde (5.00 g), p-toluenesulfonylmethyl isocyanide (5.43 g) and potassium carbonate (5.60 g) in methanol (50 ml) was heated under reflux for 2 hours. After evaporation of solvent, ethyl acetate and saturated ammonium chloride solution were added. The organic layer was separated, washed with water and brine, dried over magnesium sulfate, and evaporated in vacuo. The residue was purified by silica gel column chromatography eluting with a mixture of hexane and ethyl aceta... The reactants are O (Water), COC(CC1=C(C=C(C=C1)OC)C)=O ((4-Methoxy-2-methyl-phenyl)-acetic acid methyl ester), C(C)S (ethane thiol), [Cl-].[Al+3].[Cl-].[Cl-] (Aluminum chloride). The solvent is ClCCl (dichloromethane). Conditions: time 2 hour. Product: COC(CC1=C(C=C(C=C1)O)C)=O ((4-Hydroxy-2-methyl-phenyl)-acetic acid methyl ester). RXN SMILES: [CH3:1][O:2][C:3](=[O:14])[CH2:4][C:5]1[CH:10]=[CH:9][C:8]([O:11]C)=[CH:7][C:6]=1[CH3:13].[Cl-].[Al+3].[Cl-].[Cl-].C(S)C.O>ClCCl>[CH3:1][O:2][C:3](=[O:14])[CH2:4][C:5]1[CH:10]=[CH:9][C:8]([OH:11])=[CH:7][C:6]=1[CH3:13] |f:1.2.3.4|. Procedure details: (4-Methoxy-2-methyl-phenyl)-acetic acid methyl ester (1.5 g, 7.72 mmol) is stirred in dichloromethane (50 mL) at 0 deg. C. Aluminum chloride (4.13 g, 31 mmol) is added followed by ethane thiol (2.9 mL, 38.6 mmol). The resulting mixture is stirred at room temperature for 2 hr. Water (50 mL) is added and the product is extracted into ethyl acetate (3×50 ml), the extracts are combined, dried over anhydrous magnesium sulfate, filtered, and concentrated to afford the title compound as a colorless oil...